From a dataset of the Open Reaction Database (ORD), a public repository of structured organic reaction records. describe an organic reaction: reactants, conditions, products, and yield Starting materials: C(C)OC(=O)C1(CCN(CC1)CC1=CC=C(C=C1)Br)S(=O)(=O)C1=CC=C(C=C1)OCC#CCN1CCOCC1 (1-(4-bromo-benzyl)-4-[4-(4-morpholin-4-yl-but-2-ynyloxy)-benzenesulfonyl]-piperidine-4-carboxylic acid ethyl ester). The solvent is C1CCOC1.CO (THF methanol), [OH-].[Na+] (NaOH). Product: BrC1=CC=C(CN2CCC(CC2)(C(=O)O)S(=O)(=O)C2=CC=C(C=C2)OCC#CCN2CCOCC2)C=C1 (1-(4-Bromo-benzyl)-4-[4-(4-morpholin-4-yl-but-2-ynyloxy)-benzenesulfonyl]-piperidine-4-carboxylic acid). RXN SMILES: C([O:3][C:4]([C:6]1([S:20]([C:23]2[CH:28]=[CH:27][C:26]([O:29][CH2:30][C:31]#[C:32][CH2:33][N:34]3[CH2:39][CH2:38][O:37][CH2:36][CH2:35]3)=[CH:25][CH:24]=2)(=[O:22])=[O:21])[CH2:11][CH2:10][N:9]([CH2:12][C:13]2[CH:18]=[CH:17][C:16]([Br:19])=[CH:15][CH:14]=2)[CH2:8][CH2:7]1)=[O:5])C>C1COCC1.CO.[OH-].[Na+]>[Br:19][C:16]1[CH:15]=[CH:14][C:13]([CH2:12][N:9]2[CH2:8][CH2:7][C:6]([S:20]([C:23]3[CH:28]=[CH:27][C:26]([O:29][CH2:30][C:31]#[C:32][CH2:33][N:34]4[CH2:39][CH2:38][O:37][CH2:36][CH2:35]4)=[CH:25][CH:24]=3)(=[O:22])=[O:21])([C:4]([OH:5])=[O:3])[CH2:11][CH2:10]2)=[CH:18][CH:17]=1 |f:1.2,3.4|. Reported procedure: 1-(4-Bromo-benzyl)-4-[4-(4-morpholin-4-yl-but-2-ynyloxy)-benzenesulfonyl]-piperidine-4-carboxylic acid was prepared starting from 1-(4-bromo-benzyl)-4-[4-(4-morpholin-4-yl-but-2-ynyloxy)-benzenesulfonyl]-piperidine-4-carboxylic acid ethyl ester (2.87 g, 4.6 mmol) dissolved in THF:methanol (3:1, 150 ml) and 10 N NaOH (10 ml). The resulting reaction mixture was worked up as outlined in Example 1 (Step 7). Yield 2.26 g (83%); white powder; mp 198° C.; MS: 593.1 (M+H)+ Reactants: CCOC(=O)C1CCc2sc3ccc(C#N)cc3c2C1, C1CCOC1, O. Yields the product N#Cc1ccc2sc3c(c2c1)CC(CO)CC3. RXN SMILES: [C:1](#[N:2])[c:3]1[cH:4][cH:5][c:6]2[c:7]([c:8]3[c:9]([s:10]2)[CH2:11][CH2:12][CH:13]([C:15](=[O:16])[O:17][CH2:18][CH3:19])[CH2:14]3)[cH:20]1.[CH2:22]1[O:23][CH2:24][CH2:25][CH2:26]1.[OH2:21]>>[C:1](#[N:2])[c:3]1[cH:4][cH:5][c:6]2[c:7]([c:8]3[c:9]([s:10]2)[CH2:11][CH2:12][CH:13]([CH2:15][OH:16])[CH2:14]3)[cH:20]1. Starting materials: CC(C)c1ccc(N)c(Br)c1, CCN(C(C)C)C(C)C, Cl, [Na+], O=C([O-])O, OCCO, Cc1cc(N2CC=C(c3ccccc3)CC2)nc(Cl)n1. Yields the product Cc1cc(N2CC=C(c3ccccc3)CC2)nc(Nc2ccc(C(C)C)cc2Br)n1. Reaction SMILES: [Br:22][c:23]1[c:24]([NH2:25])[cH:26][cH:27][c:28]([CH:30]([CH3:31])[CH3:32])[cH:29]1.[CH:33]([N:34]([CH:35]([CH3:36])[CH3:37])[CH2:38][CH3:39])([CH3:40])[CH3:41].[ClH:21].[Na+:42].[OH:43][C:44](=[O:45])[O-:46].[OH:47][CH2:48][CH2:49][OH:50].[c:1]1([C:7]2=[CH:12][CH2:11][N:10]([c:13]3[n:14][c:15]([Cl:20])[n:16][c:17]([CH3:19])[cH:18]3)[CH2:9][CH2:8]2)[cH:2][cH:3][cH:4][cH:5][cH:6]1>>[c:1]1([C:7]2=[CH:12][CH2:11][N:10]([c:13]3[n:14][c:15]([NH:25][c:24]4[c:23]([Br:22])[cH:29][c:28]([CH:30]([CH3:31])[CH3:32])[cH:27][cH:26]4)[n:16][c:17]([CH3:19])[cH:18]3)[CH2:9][CH2:8]2)[cH:2][cH:3][cH:4][cH:5][cH:6]1. The reactants are BrC=1C=CC=C2C=CC(=NC12)Cl (8-bromo-2-chloroquinoline), C(CCC)[Li] (butyllithium), O (Water), C(=O)=O (dry ice). Run in C1(=CC=CC=C1)C (toluene), hexanes. Conditions: time 20 minute. The product is ClC1=NC2=C(C=CC=C2C=C1)C(=O)O (2-chloroquinoline-8-carboxylic acid). Reaction SMILES: Br[C:2]1[CH:3]=[CH:4][CH:5]=[C:6]2[C:11]=1[N:10]=[C:9]([Cl:12])[CH:8]=[CH:7]2.C([Li])CCC.[C:18](=[O:20])=[O:19].O>C1(C)C=CC=CC=1>[Cl:12][C:9]1[CH:8]=[CH:7][C:6]2[C:11](=[C:2]([C:18]([OH:20])=[O:19])[CH:3]=[CH:4][CH:5]=2)[N:10]=1. Procedure details: To a solution of 8-bromo-2-chloroquinoline (14.3 g, 60 mmol) in toluene (90 mL) at −75° C. was added butyllithium in hexanes (2 mol/L, 30 mL) and the reaction mixture was kept for 20 min at −75° C. The reaction mixture was poured onto an excess of freshly crushed dry ice. Water was added (200 mL), and the aqueous layer was washed with ethyl acetate (3×100 mL), acidified to pH 1 with HCl (aq), and extracted with CH2Cl2 (3×100 mL). The combined organic layers were dried, and concentrated to afford... The reactants are BrC=1C=CC(=NC1)[N+](=O)[O-] (5-bromo-2-nitropyridine), BrC=1C=CC(=NC1)OC1=C(C=C(C=C1)CCC)OC (5-bromo-2-(2-methoxy-4-propylphenoxy)pyridine). Product: COC1=C(OC=2C=CC(=NC2)[N+](=O)[O-])C=CC(=C1)CCC (5-(2-methoxy-4-propylphenoxy)-2-nitropyridine). Yield: 103.3%. RXN SMILES: Br[C:2]1[CH:3]=[CH:4][C:5]([N+:8]([O-:10])=[O:9])=[N:6][CH:7]=1.BrC1C=CC([O:18][C:19]2[CH:24]=[CH:23][C:22]([CH2:25][CH2:26][CH3:27])=[CH:21][C:20]=2[O:28][CH3:29])=NC=1>>[CH3:29][O:28][C:20]1[CH:21]=[C:22]([CH2:25][CH2:26][CH3:27])[CH:23]=[CH:24][C:19]=1[O:18][C:2]1[CH:3]=[CH:4][C:5]([N+:8]([O-:10])=[O:9])=[N:6][CH:7]=1. Reported procedure: According to the procedure of example 20(a), except substituting 1-fluoro-4-nitro-2-(trifluoromethyl)benzene for 5-bromo-2-nitropyridine (406 mg, 2 mmol), the title compound (220 mg; 38%) was prepared as a white solid, after chromatography on silica gel (gradient cyclohexane/dichloromethane), along with 5-bromo-2-(2-methoxy-4-propylphenoxy)pyridine (238 mg; 37%).